describe an organic reaction: reactants, conditions, products, and yield From a dataset of the Open Reaction Database (ORD), a public repository of structured organic reaction records. Product: Cc1ccc(C(=O)C=Cc2ccccc2)s1. The reactants are CC(=O)c1ccc(C)s1, CCO, O=Cc1ccccc1, Cl, [Na+], [OH-]. As a reaction SMILES: [C:3]([CH3:4])(=[O:5])[c:6]1[s:7][c:8]([CH3:11])[cH:9][cH:10]1.[CH3:21][CH2:22][OH:23].[CH:12](=[O:13])[c:14]1[cH:15][cH:16][cH:17][cH:18][cH:19]1.[ClH:20].[Na+:2].[OH-:1]>>[C:3]([CH:4]=[CH:12][c:14]1[cH:15][cH:16][cH:17][cH:18][cH:19]1)(=[O:5])[c:6]1[s:7][c:8]([CH3:11])[cH:9][cH:10]1.